From a dataset of the Open Reaction Database (ORD), a public repository of structured organic reaction records. describe an organic reaction: reactants, conditions, products, and yield Starting materials: C(C1=CC=CC=C1)OC1=CC=C(C=C1)C(=O)C1=NNC2=C(C=CC=C12)C(F)(F)F ([4-(benzyloxy)phenyl](7-trifluoromethyl-1H-indazol-3-yl)methanone), [H-].[Na+] (sodium hydride), IC(C)C (2-iodopropane). Run in CN(C)C=O (DMF). Conditions: temperature 50 celsius, time 24 hour. The product is C(C1=CC=CC=C1)OC1=CC=C(C=C1)C(=O)C1=NN(C2=C(C=CC=C12)C(F)(F)F)C(C)C ([4-(benzyloxy)phenyl][1-isopropyl-7-(trifluoromethyl)-1H-indazol-3-yl]methanone). The yield is 82.1%. As a reaction SMILES: [CH2:1]([O:8][C:9]1[CH:14]=[CH:13][C:12]([C:15]([C:17]2[C:25]3[C:20](=[C:21]([C:26]([F:29])([F:28])[F:27])[CH:22]=[CH:23][CH:24]=3)[NH:19][N:18]=2)=[O:16])=[CH:11][CH:10]=1)[C:2]1[CH:7]=[CH:6][CH:5]=[CH:4][CH:3]=1.[H-].[Na+].I[CH:33]([CH3:35])[CH3:34]>CN(C=O)C>[CH2:1]([O:8][C:9]1[CH:10]=[CH:11][C:12]([C:15]([C:17]2[C:25]3[C:20](=[C:21]([C:26]([F:29])([F:27])[F:28])[CH:22]=[CH:23][CH:24]=3)[N:19]([CH:33]([CH3:35])[CH3:34])[N:18]=2)=[O:16])=[CH:13][CH:14]=1)[C:2]1[CH:7]=[CH:6][CH:5]=[CH:4][CH:3]=1 |f:1.2|. Procedure: To a solution of [4-(benzyloxy)phenyl](7-trifluoromethyl-1H-indazol-3-yl)methanone (0.20 g, 0.5 mmol) in 3 mL DMF was added in one portion sodium hydride (0.020 g, 0.5 mmol, 60% in oil). After the gas evolution ceased, 2-iodopropane (0.075 mL, 0.75 mmol) was added and the reaction was stirred at ambient to 50° C. for 24 hours. The cool reaction mixture was partitioned with EtOAc and 1 N HCl. The organic phase was washed with brine and dried (Na2SO4). Removal of the solvent in vacuo provided 0.18...